Dataset: the Open Reaction Database (ORD), a public repository of structured organic reaction records. Task: describe an organic reaction: reactants, conditions, products, and yield Starting materials: FC1=C(C=CC(=C1)I)NC1=C(C(N(C(N1C)=O)C)=O)C(=O)OC1=CC=CC=C1 (Phenyl 6-(2-fluoro-4-iodophenylamino)-1,3-dimethyl-2,4-dioxo-1,2,3,4-tetrahydropyrimidine-5-carboxylate), CC1=CC(=NO1)C(=O)Cl (5-methylisoxazole-3-carbonyl chloride). Product: FC1=C(C=CC(=C1)I)NC1=C(C(N(C(N1C)=O)C)=O)C(=O)C1=NOC(=C1)C (6-(2-Fluoro-4-iodophenylamino)-1,3-dimethyl-5-(5-methylisoxazole-3-carbonyl)pyrimidine-2,4(1H,3H)-dione). RXN SMILES: [F:1][C:2]1[CH:7]=[C:6]([I:8])[CH:5]=[CH:4][C:3]=1[NH:9][C:10]1[N:15]([CH3:16])[C:14](=[O:17])[N:13]([CH3:18])[C:12](=[O:19])[C:11]=1[C:20](OC1C=CC=CC=1)=[O:21].[CH3:29][C:30]1[O:34][N:33]=[C:32](C(Cl)=O)[CH:31]=1>>[F:1][C:2]1[CH:7]=[C:6]([I:8])[CH:5]=[CH:4][C:3]=1[NH:9][C:10]1[N:15]([CH3:16])[C:14](=[O:17])[N:13]([CH3:18])[C:12](=[O:19])[C:11]=1[C:20]([C:32]1[CH:31]=[C:30]([CH3:29])[O:34][N:33]=1)=[O:21]. Procedure details: The title compound was synthesized following a similar procedure described in the synthesis of compound 2A by reaction of Example 1 and 5-methylisoxazole-3-carbonyl chloride. 1H NMR (400 MHz, DMSO-d6) δ ppm 2.42 (s, 2H) 3.13 (s, 2H) 3.19 (s, 2H) 6.13-6.29 (m, 1H) 7.08 (t, J=8.59 Hz, 1H) 7.47 (dd, J=8.46, 1.89 Hz, 1H) 7.68 (dd, J=9.98, 1.89 Hz, 1H) 10.47 (s, 1H) [M+H] calc'd for C17H14FIN4O4, 485; found, 485. The reactants are COC1=CC=CC=2[C@H]3CCN[C@H]3CCC21 (rac-cis-2,3,3a,4,5,9b-Hexahydro-6-methoxy-1H-benzo[e]indole), C([O-])([O-])=O.[K+].[K+] (potassium carbonate), [I-].[Na+] (sodium iodide), BrCCCCCN1C(C=2C(C1=O)=CC=CC2)=O (N-(5-bromopentyl)phthalimide). Solvent: O (water), CC(=O)CC (ethyl methyl ketone). Yields the product COC1=CC=CC=2[C@H]3CCN([C@H]3CCC21)CCCCCN2C(C=1C(C2=O)=CC=CC1)=O (rac-N-[5-(cis-1,2,3a, 4,5,9b-hexahydro-6-methoxy-3H-benzo[e]indol-3-yl)pentyl]phthalimide). Yield: 94.1%. RXN SMILES: [CH3:1][O:2][C:3]1[C:15]2[CH2:14][CH2:13][C@H:12]3[C@H:8]([CH2:9][CH2:10][NH:11]3)[C:7]=2[CH:6]=[CH:5][CH:4]=1.C(=O)([O-])[O-].[K+].[K+].[I-].[Na+].Br[CH2:25][CH2:26][CH2:27][CH2:28][CH2:29][N:30]1[C:34](=[O:35])[C:33]2=[CH:36][CH:37]=[CH:38][CH:39]=[C:32]2[C:31]1=[O:40]>CC(CC)=O.O>[CH3:1][O:2][C:3]1[C:15]2[CH2:14][CH2:13][C@H:12]3[C@H:8]([CH2:9][CH2:10][N:11]3[CH2:25][CH2:26][CH2:27][CH2:28][CH2:29][N:30]3[C:31](=[O:40])[C:32]4=[CH:39][CH:38]=[CH:37][CH:36]=[C:33]4[C:34]3=[O:35])[C:7]=2[CH:6]=[CH:5][CH:4]=1 |f:1.2.3,4.5|. Procedure details: A solution of 1.00 g (0.005 mol) of rac-cis-2,3,3a,4,5,9b-Hexahydro-6-methoxy-1H-benzo[e]indole in 60 ml of ethyl methyl ketone was treated with 0.86 g (0.006 mol) of potassium carbonate, 0.29 g (0.002 mol) of sodium iodide and 1.50 g (0.005 mol) of N-(5-bromopentyl)phthalimide. The mixture was heated under reflux for 24 hours and, after cooling, treated with water. The mixture was extracted with ethyl acetate, the extracts were dried with sodium sulphate and the solvent was distilled off in a v...